Dataset: the Open Reaction Database (ORD), a public repository of structured organic reaction records. Task: describe an organic reaction: reactants, conditions, products, and yield Starting materials: Brc1cccnc1, c1ccc(CN2CCCC23CCNC3)cc1, Cc1ccccc1, CC(C)(C)[O-], [K+], O=C(C=Cc1ccccc1)C=Cc1ccccc1, O=C(C=Cc1ccccc1)C=Cc1ccccc1, O=C(C=Cc1ccccc1)C=Cc1ccccc1, O, [Pd], [Pd], c1ccc(P(c2ccccc2)c2ccc3ccccc3c2-c2c(P(c3ccccc3)c3ccccc3)ccc3ccccc23)cc1. Yields the product c1ccc(CN2CCCC23CCN(c2cccnc2)C3)cc1. RXN SMILES: [Br:17][c:18]1[cH:19][n:20][cH:21][cH:22][cH:23]1.[CH2:1]([c:2]1[cH:3][cH:4][cH:5][cH:6][cH:7]1)[N:8]1[CH2:9][CH2:10][CH2:11][C:12]12[CH2:13][NH:14][CH2:15][CH2:16]2.[CH3:133][c:134]1[cH:135][cH:136][cH:137][cH:138][cH:139]1.[CH3:24][C:25]([CH3:26])([O-:27])[CH3:28].[K+:29].[O:114]=[C:115]([CH:116]=[CH:117][c:118]1[cH:119][cH:120][cH:121][cH:122][cH:123]1)[CH:124]=[CH:125][c:126]1[cH:127][cH:128][cH:129][cH:130][cH:131]1.[O:78]=[C:79]([CH:80]=[CH:81][c:82]1[cH:83][cH:84][cH:85][cH:86][cH:87]1)[CH:88]=[CH:89][c:90]1[cH:91][cH:92][cH:93][cH:94][cH:95]1.[O:96]=[C:97]([CH:98]=[CH:99][c:100]1[cH:101][cH:102][cH:103][cH:104][cH:105]1)[CH:106]=[CH:107][c:108]1[cH:109][cH:110][cH:111][cH:112][cH:113]1.[OH2:132].[Pd:76].[Pd:77].[c:30]1([P:31]([c:32]2[cH:33][cH:34][cH:35][cH:36][cH:37]2)[c:38]2[cH:39][cH:40][c:41]3[c:42]([cH:43][cH:44][cH:45][cH:46]3)[c:47]2-[c:48]2[c:49]3[c:50]([cH:51][cH:52][cH:53][cH:54]3)[cH:55][cH:56][c:57]2[P:58]([c:59]2[cH:60][cH:61][cH:62][cH:63][cH:64]2)[c:65]2[cH:66][cH:67][cH:68][cH:69][cH:70]2)[cH:71][cH:72][cH:73][cH:74][cH:75]1>>[CH2:1]([c:2]1[cH:3][cH:4][cH:5][cH:6][cH:7]1)[N:8]1[CH2:9][CH2:10][CH2:11][C:12]12[CH2:13][N:14]([c:18]1[cH:19][n:20][cH:21][cH:22][cH:23]1)[CH2:15][CH2:16]2. The reactants are ClC1=CC=C(CC2=C3C=4C(=C(N=CC4NC3=CC=C2)C=O)COC)C=C1 (5-(4-chlorobenzyl)-4-methoxymethyl-β-carboline-3-carbaldehyde), Cl.NO (hydroxylaminehydrochloride). Run in N1=CC=CC=C1 (pyridine). Product: ClC1=CC=C(CC2=C3C=4C(=C(N=CC4NC3=CC=C2)C=NO)COC)C=C1 (5-(4-chlorobenzyl)-4-methoxymethyl-β-carboline-3-carbaldehyde-oxime). Isolated yield 63.2%. RXN SMILES: [Cl:1][C:2]1[CH:26]=[CH:25][C:5]([CH2:6][C:7]2[CH:19]=[CH:18][CH:17]=[C:16]3[C:8]=2[C:9]2[C:10]([CH2:22][O:23][CH3:24])=[C:11]([CH:20]=O)[N:12]=[CH:13][C:14]=2[NH:15]3)=[CH:4][CH:3]=1.Cl.[NH2:28][OH:29]>N1C=CC=CC=1>[Cl:1][C:2]1[CH:3]=[CH:4][C:5]([CH2:6][C:7]2[CH:19]=[CH:18][CH:17]=[C:16]3[C:8]=2[C:9]2[C:10]([CH2:22][O:23][CH3:24])=[C:11]([CH:20]=[N:28][OH:29])[N:12]=[CH:13][C:14]=2[NH:15]3)=[CH:25][CH:26]=1 |f:1.2|. Reported procedure: 0.75 g (0.002 mol) of 5-(4-chlorobenzyl)-4-methoxymethyl-β-carboline-3-carbaldehyde is heated one hour to 105° C. with 0.18 g (0.0026 mol) of hydroxylaminehydrochloride in 19 ml of pyridine. 0.48 g (61% of theory) of 5-(4-chlorobenzyl)-4-methoxymethyl-β-carboline-3-carbaldehyde-oxime is obtained from the evaporation residue after recrystallization from ethanol, melting point 224°-228° C. The reactants are [Li]CCCC, CCn1ccnc1, CCCCCC, CN(C)C=O, C1CCOC1. Yields the product CCn1ccnc1C=O. Reaction SMILES: [CH2:13]([Li:14])[CH2:15][CH2:16][CH3:17].[CH2:1]([CH3:2])[n:3]1[cH:4][n:5][cH:6][cH:7]1.[CH3:18][CH2:19][CH2:20][CH2:21][CH2:22][CH3:23].[CH3:24][N:25]([CH3:26])[CH:27]=[O:28].[O:8]1[CH2:9][CH2:12][CH2:11][CH2:10]1>>[CH2:1]([CH3:2])[n:3]1[c:4]([CH:9]=[O:8])[n:5][cH:6][cH:7]1. The reactants are Cc1ccccc1C=O, C[O-], CO, Cl, [Na+], O=C(O)c1ccc2nc3n(c(=O)c2c1)CCC3. Product: Cc1ccccc1C=C1CCn2c1nc1ccc(C(=O)O)cc1c2=O. As a reaction SMILES: [CH3:18][c:19]1[c:20]([CH:21]=[O:22])[cH:23][cH:24][cH:25][cH:26]1.[CH3:27][O-:28].[CH3:31][OH:32].[ClH:30].[Na+:29].[O:1]=[c:2]1[n:3]2[c:4]([n:5][c:6]3[cH:7][cH:8][c:9]([C:12](=[O:13])[OH:14])[cH:10][c:11]13)[CH2:15][CH2:16][CH2:17]2>>[O:1]=[c:2]1[n:3]2[c:4]([n:5][c:6]3[cH:7][cH:8][c:9]([C:12](=[O:13])[OH:14])[cH:10][c:11]13)[C:15](=[CH:21][c:20]1[c:19]([CH3:18])[cH:26][cH:25][cH:24][cH:23]1)[CH2:16][CH2:17]2. Starting materials: C1(=CC=CC=C1)C(N1NC(C1C1=CC=CC=C1)=O)C1=CC=CC=C1 (1-(diphenylmethyl)-4-phenyl-1,2-diazetidin-3-one), C1(=CC=C(C=C1)S(=O)(=O)N=C=O)C (p-toluenesulfonylisocyanate). Product: C1(=CC=CC=C1)C(C1=CC=CC=C1)N1N(C(C1C1=CC=CC=C1)=O)C(=O)NS(=O)(=O)C1=CC=C(C=C1)C (Diphenylmethyl-N-[(4-methylphenyl)sulfonyl]-3-oxo-4-phenyl-1,2-diazetidine-2-carboxamide). Isolated yield 68.0%. RXN SMILES: [C:1]1([CH:7]([C:19]2[CH:24]=[CH:23][CH:22]=[CH:21][CH:20]=2)[N:8]2[CH:11]([C:12]3[CH:17]=[CH:16][CH:15]=[CH:14][CH:13]=3)[C:10](=[O:18])[NH:9]2)[CH:6]=[CH:5][CH:4]=[CH:3][CH:2]=1.[C:25]1([CH3:37])[CH:30]=[CH:29][C:28]([S:31]([N:34]=[C:35]=[O:36])(=[O:33])=[O:32])=[CH:27][CH:26]=1>>[C:19]1([CH:7]([N:8]2[CH:11]([C:12]3[CH:17]=[CH:16][CH:15]=[CH:14][CH:13]=3)[C:10](=[O:18])[N:9]2[C:35]([NH:34][S:31]([C:28]2[CH:29]=[CH:30][C:25]([CH3:37])=[CH:26][CH:27]=2)(=[O:33])=[O:32])=[O:36])[C:1]2[CH:6]=[CH:5][CH:4]=[CH:3][CH:2]=2)[CH:20]=[CH:21][CH:22]=[CH:23][CH:24]=1. Procedure: Following the procedure of Example 2 and using 1-(diphenylmethyl)-4-phenyl-1,2-diazetidin-3-one (prepared according to Example 1C.) and p-toluenesulfonylisocyanate there is obtained 1.1 g (68%) of the title compound having a melting point of 154°-156° C.